Dataset: the Open Reaction Database (ORD), a public repository of structured organic reaction records. Task: describe an organic reaction: reactants, conditions, products, and yield Starting materials: B, C1CCOC1, C1CCOC1, O, O=C(O)Cc1cccc(O)c1. Product: OCCc1cccc(O)c1. RXN SMILES: [BH3:17].[O:12]1[CH2:13][CH2:14][CH2:15][CH2:16]1.[O:19]1[CH2:20][CH2:21][CH2:22][CH2:23]1.[OH2:18].[OH:1][C:2](=[O:3])[CH2:4][c:5]1[cH:6][cH:7][cH:8][c:9]([OH:10])[cH:11]1>>[OH:1][CH2:2][CH2:4][c:5]1[cH:6][cH:7][cH:8][c:9]([OH:10])[cH:11]1. Starting materials: C(=O)C1CCN(CC1)C(=O)OC(C)(C)C (tert-butyl 4-formylpiperidine-1-carboxylate), C(CCC)[Li] (n-Butyl lithium), BrC1=C(C=CC=C1)C1=CC=C(C=C1)Cl (2-bromo-4′-chlorobiphenyl), BrC1=C(C=CC=C1)C1=CC=C(C=C1)Cl (2-bromo-4′-chlorobiphenyl). Solvent: C1CCOC1 (THF), C1CCOC1 (THF). Reaction conditions: temperature -78 celsius, time 30 minute. Product: ClC1=CC=C(C=C1)C1=C(C=CC=C1)C(C1CCN(CC1)C(=O)OC(C)(C)C)O (tert-butyl 4-[(4′-chlorobiphenyl-2-yl)(hydroxy)methyl]piperidine-1-carboxylate). RXN SMILES: C([Li])CCC.Br[C:7]1[CH:12]=[CH:11][CH:10]=[CH:9][C:8]=1[C:13]1[CH:18]=[CH:17][C:16]([Cl:19])=[CH:15][CH:14]=1.[CH:20]([CH:22]1[CH2:27][CH2:26][N:25]([C:28]([O:30][C:31]([CH3:34])([CH3:33])[CH3:32])=[O:29])[CH2:24][CH2:23]1)=[O:21]>C1COCC1>[Cl:19][C:16]1[CH:17]=[CH:18][C:13]([C:8]2[CH:9]=[CH:10][CH:11]=[CH:12][C:7]=2[CH:20]([OH:21])[CH:22]2[CH2:27][CH2:26][N:25]([C:28]([O:30][C:31]([CH3:33])([CH3:32])[CH3:34])=[O:29])[CH2:24][CH2:23]2)=[CH:14][CH:15]=1. Reported procedure: n-Butyl lithium (29.4 mL, 47.09 mmol) was added dropwise to a solution of 2-bromo-4′-chlorobiphenyl (INTERMEDIATE 9, 12 g, 44.85 mmol) in THF (220 ml) under nitrogen, at −78° C. The resulting colored mixture was stirred at −78° C. for 30 minutes and a solution of tert-butyl 4-formylpiperidine-1-carboxylate (10.04 g, 47.09 mmol) in THF (15 ml) was added. The reaction mixture was allowed to warm to 0° C. during 3 hours and then was quenched with a solution of saturated aq. NH4Cl. The aqueous layer... The reactants are Cl (HCl), C(C)(=O)OCC (ethyl acetate), CSC=1OC2=C(N1)C=C(C=C2)[N+](=O)[O-] (2-methylsulfanyl-5-nitro-benzooxazole), C(C)(=O)OCC (ethyl acetate), NC1=C(C=CC(=C1)[N+](=O)[O-])O (2-amino-4-nitrophenol). Yields the product [N+](=O)([O-])C=1C=CC2=C(N=C(O2)N2CCN3CCC2CC3)C1 (4-(5-NITRO-BENZOOXAZOL-2-YL)-1,4-DIAZA-BICYCLO[3.2.2]NONANE), hydrochloride salt. Yield: 36.0%. As a reaction SMILES: CS[C:3]1[O:4][C:5]2[CH:11]=[CH:10][C:9]([N+:12]([O-:14])=[O:13])=[CH:8][C:6]=2[N:7]=1.[NH2:15][C:16]1[CH:21]=[C:20]([N+:22]([O-])=O)[CH:19]=[CH:18]C=1O.Cl.[C:27](OCC)(=O)[CH3:28]>>[N+:12]([C:9]1[CH:10]=[CH:11][C:5]2[O:4][C:3]([N:22]3[CH:20]4[CH2:21][CH2:16][N:15]([CH2:18][CH2:19]4)[CH2:28][CH2:27]3)=[N:7][C:6]=2[CH:8]=1)([O-:14])=[O:13]. Procedure details: The title compound was prepared from 2-methylsulfanyl-5-nitro-benzooxazole (prepared from 2-amino-4-nitrophenol by the methods described in Example 5 and Example 7) by the procedure described in Example 9 in 36% yield: 1H NMR (CDCl3, 400 MHz) δ 7.84 (d, 1H, J=2.1 Hz), 7.97 (dd, 1H, J=8.7, 2.1 Hz), 7.28 (d, 1H, J=8.7 Hz), 4.56-4.55 (m, 1H), 3.97 (t, 2H, J=5.8 Hz), 3.23-3.16 (m, 4H), 3.08-3.01 (m, 2H), 2.23-2.15 (m, 2H), 1.94-1.85 (m, 2H); 13C NMR (CDCl3, 100 MHz) δ 163.1, 152.8, 145.2, 144.3, 117... The reactants are C1C(NC(CS1)C(=O)O)C(=O)O (TMDA), solution, [Li]C(C)CC (sec-BuLi), C1(CC1)C=1C=C(C(=O)O)C=C(C1)F (3-cyclopropyl-5-fluorobenzoic acid), BrC(C(Br)(Cl)Cl)(Cl)Cl (1,2-dibromotetrachloroethane). Solvent: C1CCOC1 (THF), C1CCOC1 (THF), C1CCOC1 (THF). Run at time 1 hour. Yields the product BrC1=C(C(=O)O)C=C(C=C1F)C1CC1 (2-bromo-5-cyclopropyl-3-fluorobenzoic acid). RXN SMILES: C1SCC(C(O)=O)NC1C(O)=O.[Li]C(CC)C.[CH:18]1([C:21]2[CH:22]=[C:23]([CH:27]=[C:28]([F:30])[CH:29]=2)[C:24]([OH:26])=[O:25])[CH2:20][CH2:19]1.[Br:31]C(Cl)(Cl)C(Cl)(Cl)Br>C1COCC1>[Br:31][C:27]1[C:28]([F:30])=[CH:29][C:21]([CH:18]2[CH2:19][CH2:20]2)=[CH:22][C:23]=1[C:24]([OH:26])=[O:25]. Reported procedure: To a solution of TMDA (1.3 ml, 8.61 mmol) in dry THF (9 mL) under inert atmosphere at −65° C., a 1.4M solution of sec-BuLi (8 ml, 11.20 mmol) was added dropwise. Then a solution of 3-cyclopropyl-5-fluorobenzoic acid (0.69 g, 3.83 mmol) in dry THF (3 mL) was added dropwise and stirred for 1 h. Then a solution of 1,2-dibromotetrachloroethane (5 g, 15.48 mmol) in dry THF (11 mL) was added dropwise for 1 h and stirred for additional 20 min. A white suspension was obtained. The cooling bath was remov... Starting materials: NC1=C(C=C(C=C1)N1C(C=CC=C1)=O)F (1-(4-amino-3-fluoro-phenyl)-1H-pyridin-2-one), C(C)OC(=O)[C@@H]1[C@H](CC(C1)=C)C(=O)O ((1S,2S)-4-Methylene-cyclopentane-1,2-dicarboxylic acid monoethyl ester), ClC(=O)OCC(C)C (isobutyl chloroformate). The solvent is CN(C)C=O (DMF), C1CCOC1 (THF), CN1CCOCC1 (N-methylmorpholine). Conditions: time 1 hour. The product is C(C)OC(=O)[C@@H]1[C@H](CC(C1)=C)C(NC1=C(C=C(C=C1)N1C(C=CC=C1)=O)F)=O ((1S,2S)-2-[2-Fluoro-4-(2-oxo-2H-pyridin-1-yl)-phenylcarbamoyl]-4-methylene-cyclopentanecarboxylic acid ethyl ester). Isolated yield 66.0%. RXN SMILES: [CH2:1]([O:3][C:4]([C@H:6]1[CH2:10][C:9](=[CH2:11])[CH2:8][C@@H:7]1[C:12]([OH:14])=O)=[O:5])[CH3:2].ClC(OCC(C)C)=O.[NH2:23][C:24]1[CH:29]=[CH:28][C:27]([N:30]2[CH:35]=[CH:34][CH:33]=[CH:32][C:31]2=[O:36])=[CH:26][C:25]=1[F:37]>C1COCC1.CN1CCOCC1.CN(C=O)C>[CH2:1]([O:3][C:4]([C@H:6]1[CH2:10][C:9](=[CH2:11])[CH2:8][C@@H:7]1[C:12](=[O:14])[NH:23][C:24]1[CH:29]=[CH:28][C:27]([N:30]2[CH:35]=[CH:34][CH:33]=[CH:32][C:31]2=[O:36])=[CH:26][C:25]=1[F:37])=[O:5])[CH3:2]. Procedure: To a solution of 1.0 g of 41b in 10 ml of THF and 0.61 ml of N-methylmorpholine was added at −12° C. 0.72 ml of isobutyl chloroformate and stirring was continued at −15° C. for 30 min and at 20° C. for 1 h. The suspension obtained was added to a hot (60° C.) solution of 1.13 g of 1-(4-amino-3-fluoro-phenyl)-1H-pyridin-2-one (prepared according to C. F. Bigge et al., patent application WO 2003045912) in 8 ml of DMF and stirring was continued at 60° C. for 1 h. The reaction mixture was evaporated ...